Dataset: the Open Reaction Database (ORD), a public repository of structured organic reaction records. Task: describe an organic reaction: reactants, conditions, products, and yield Starting materials: C1CCOC1, O=C=NCC1OC(=C2C(=O)Nc3ccccc32)c2ccccc21, [NH4+], [OH-]. The product is NC(=O)NCC1OC(=C2C(=O)Nc3ccccc32)c2ccccc21. RXN SMILES: [CH2:26]1[O:27][CH2:28][CH2:29][CH2:30]1.[N:1](=[C:2]=[O:3])[CH2:4][CH:5]1[O:6][C:7](=[C:14]2[C:15](=[O:23])[NH:16][c:17]3[cH:18][cH:19][cH:20][cH:21][c:22]32)[c:8]2[cH:9][cH:10][cH:11][cH:12][c:13]21.[NH4+:25].[OH-:24]>>[NH:1]([C:2](=[O:3])[NH2:25])[CH2:4][CH:5]1[O:6][C:7](=[C:14]2[C:15](=[O:23])[NH:16][c:17]3[cH:18][cH:19][cH:20][cH:21][c:22]32)[c:8]2[cH:9][cH:10][cH:11][cH:12][c:13]21.